Dataset: the Open Reaction Database (ORD), a public repository of structured organic reaction records. Task: describe an organic reaction: reactants, conditions, products, and yield Reactants: C(CCC)[Sn](CCCC)(CCCC)Cl (tri-n-butyltin chloride), S1C=C(C=C1)C1OCCO1 (2-(3-thienyl)-1,3-dioxolane). Run in O1CCCC1 (tetrahydrofuran), CCOCC (ether), C(CCC)[Li] (n-butyl-lithium). Reaction conditions: temperature -78 celsius. Yields the product C(CCC)[Sn](C=1SC=CC1C1OCCO1)(CCCC)CCCC (2-[2-(Tributylstannyl)-3-thienyl]-1,3-dioxolane). The yield is 76.7%. RXN SMILES: [S:1]1[CH:5]=[CH:4][C:3]([CH:6]2[O:10][CH2:9][CH2:8][O:7]2)=[CH:2]1.[CH2:11]([Sn:15](Cl)([CH2:20][CH2:21][CH2:22][CH3:23])[CH2:16][CH2:17][CH2:18][CH3:19])[CH2:12][CH2:13][CH3:14]>CCOCC.C([Li])CCC.O1CCCC1>[CH2:20]([Sn:15]([CH2:11][CH2:12][CH2:13][CH3:14])([CH2:16][CH2:17][CH2:18][CH3:19])[C:2]1[S:1][CH:5]=[CH:4][C:3]=1[CH:6]1[O:10][CH2:9][CH2:8][O:7]1)[CH2:21][CH2:22][CH3:23]. Procedure: To a stirred solution of 15.6 g (0.10 mol) of 2-(3-thienyl)-1,3-dioxolane in 100 ml of anhydrous ether, n-butyl-lithium (1.48N, in hexane, 74.3 ml) is added dropwise under nitrogen at room temperature. After being refluxed for 15 minutes, the reaction mixture is cooled to -78° C. and tri-n-butyltin chloride (34.18 g, 0.105 mol) in 100 ml of dry tetrahydrofuran is added dropwise. After the addition is complete, the mixture is warmed to room temperature and the solvent evaporated. To the oily resi... The reactants are Cl.CC=1N=C(N2N=C(N=CC21)N)C2=CC=CC=C2 (5-methyl-7-phenylimidazo[5,1-f][1,2,4]triazin-2-amine hydrochloride), BrC1=CC=C(C=C1)S(=O)(=O)N (4-bromobenzenesulfonamide), C1=CC=C(C=C1)P(C2=CC=CC=C2)C3=C(C4=CC=CC=C4C=C3)C5=C(C=CC6=CC=CC=C65)P(C7=CC=CC=C7)C8=CC=CC=C8 ((S)-(−)-2,2′-bis(diphenylphosphino)-1,1′-binaphthyl), CC(C)([O-])C.[Na+] (sodium t-butoxide). The reagents and catalysts are C=1C=CC(=CC1)/C=C/C(=O)/C=C/C2=CC=CC=C2.C=1C=CC(=CC1)/C=C/C(=O)/C=C/C2=CC=CC=C2.C=1C=CC(=CC1)/C=C/C(=O)/C=C/C2=CC=CC=C2.[Pd].[Pd] (tris(dibenzylideneacetone)dipalladium). Run in O1CCOCC1 (dioxane). Conditions: temperature 160 celsius. Product: CC=1N=C(N2N=C(N=CC21)NC2=CC=C(C=C2)S(=O)(=O)N)C2=CC=CC=C2 (4-[(5-methyl-7-phenylimidazo[5,1-f][1,2,4]triazin-2-yl)amino]benzenesulfonamide). Yield: 3.9%. Reaction SMILES: Cl.[CH3:2][C:3]1[N:4]=[C:5]([C:13]2[CH:18]=[CH:17][CH:16]=[CH:15][CH:14]=2)[N:6]2[C:11]=1[CH:10]=[N:9][C:8]([NH2:12])=[N:7]2.Br[C:20]1[CH:25]=[CH:24][C:23]([S:26]([NH2:29])(=[O:28])=[O:27])=[CH:22][CH:21]=1.C1C=CC(P(C2C=CC3C(=CC=CC=3)C=2C2C3C(=CC=CC=3)C=CC=2P(C2C=CC=CC=2)C2C=CC=CC=2)C2C=CC=CC=2)=CC=1.CC(C)([O-])C.[Na+]>C1C=CC(/C=C/C(/C=C/C2C=CC=CC=2)=O)=CC=1.C1C=CC(/C=C/C(/C=C/C2C=CC=CC=2)=O)=CC=1.C1C=CC(/C=C/C(/C=C/C2C=CC=CC=2)=O)=CC=1.[Pd].[Pd].O1CCOCC1>[CH3:2][C:3]1[N:4]=[C:5]([C:13]2[CH:14]=[CH:15][CH:16]=[CH:17][CH:18]=2)[N:6]2[C:11]=1[CH:10]=[N:9][C:8]([NH:12][C:20]1[CH:25]=[CH:24][C:23]([S:26]([NH2:29])(=[O:28])=[O:27])=[CH:22][CH:21]=1)=[N:7]2 |f:0.1,4.5,6.7.8.9.10|. Procedure details: To a mixture of 5-methyl-7-phenylimidazo[5,1-f][1,2,4]triazin-2-amine hydrochloride (0.026 g, 0.10 mmol), 4-bromobenzenesulfonamide (0.026 g, 0.11 mmol), tris(dibenzylideneacetone)dipalladium (2.7 mg, 0.0030 mmol), (S)-(−)-2,2′-bis(diphenylphosphino)-1,1′-binaphthyl (5.6 mg, 0.0090 mmol) and sodium t-butoxide (0.025 g, 0.23 mmol) was added dioxane (1 mL). The solution was heated with microwave radiation to 160° C. for 15 minutes. After cooling to room temperature, the solution was filtered, and ... Reactants: C(C)OCC.CCCCCC (ethyl ether hexane), BrCC1OC(OC1CBr)=O (4,5-dibromomethyl-1,3-dioxolan-2-one), N12CCCC=CC2NCCC1 (1,8-diazabicyclo[5.4.0]undec-5-ene), C(C)O (ethanol). The solvent is C(Cl)Cl (CH2Cl2). Reaction conditions: temperature 20 celsius, time 5 hour. Product: C(C)OC(C(C)=O)(C)OCC (3,3-diethoxy-2-butanone). Yield: 9.0%. Reaction SMILES: Br[CH2:2][CH:3]1[CH:7]([CH2:8]Br)[O:6][C:5](=O)[O:4]1.N12CCCNC1C=CCC[CH2:12]2.[CH2:22]([OH:24])[CH3:23].C(OCC)C.CCCCCC>C(Cl)Cl>[CH2:7]([O:6][C:5]([O:4][CH2:3][CH3:2])([CH3:12])[C:22](=[O:24])[CH3:23])[CH3:8] |f:3.4|. Procedure details: A mixture of 4,5-dibromomethyl-1,3-dioxolan-2-one (2.07 g, 7.6 mmole) and 1,8-diazabicyclo[5.4.0]undec-5-ene (2.26 ml, 15.2 mmole) in CH2Cl2 (20 ml) was stirred at 20° C. for 5 h, then anhydrous ethanol (5.0 ml, 85 mmole) was added, and the resulting mixture was stirred at 20° C. for 10 h. Flash chromatography (ethyl ether-hexane eluent) of the reaction mixture yielded 3,3-diethoxy-2-butanone as a colorless liquid (110 mg, 10%): IR (AgCl) 2965, 1722, 1350, 1253, 1133, 1050, 954 cm-1 ; 'H NMR (CD... Reactants: Br, O=C([O-])O, CO, Nc1ccccc1, [NH4+], [Na+], [Na], O, N#C[S-]. The product is N#CSc1ccc(N)cc1. Reaction SMILES: [Br:12].[C:13](=[O:14])([OH:15])[O-:16].[CH3:18][OH:19].[NH2:1][c:2]1[cH:3][cH:4][cH:5][cH:6][cH:7]1.[NH4+:11].[Na+:17].[Na:20].[OH2:21].[S-:8][C:9]#[N:10]>>[NH2:1][c:2]1[cH:3][cH:4][c:5]([S:8][C:9]#[N:10])[cH:6][cH:7]1. The reactants are [OH-].[Na+] (sodium hydroxide), ClC1=C(C=CC(=C1)Cl)C(CN1N=CN=C1)O (1-(2,4-dichlorophenyl)-2-(1,2,4-triazol-1-yl)-1-ethanol), ClC1=C(OCCBr)C=CC(=C1)Cl (2,4-dichlorophenoxyethyl bromide). Reagents/catalysts: [Cl-].C(C1=CC=CC=C1)[N+](C)(C)CCCCCCCCCCCC (benzyl-dodecyl-dimethylammonium chloride). Solvent: C1(=CC=CC=C1)C (toluene). Run at time 48 hour. Product: ClC1=C(C=CC(=C1)Cl)C(CN1N=CN=C1)(O)OCCOC1=C(C=C(C=C1)Cl)Cl (1-(2,4-dichlorophenyl)-1-(2,4-dichlorophenoxyethoxy)-2-(1,2,4-triazol-1-yl)-1-ethanol). The yield is 35.0%. RXN SMILES: [Cl:1][C:2]1[CH:7]=[C:6]([Cl:8])[CH:5]=[CH:4][C:3]=1[CH:9]([OH:16])[CH2:10][N:11]1[CH:15]=[N:14][CH:13]=[N:12]1.[OH-:17].[Na+].[Cl:19][C:20]1[CH:29]=[C:28]([Cl:30])[CH:27]=[CH:26][C:21]=1[O:22][CH2:23][CH2:24]Br>C1(C)C=CC=CC=1.[Cl-].C([N+](CCCCCCCCCCCC)(C)C)C1C=CC=CC=1>[Cl:1][C:2]1[CH:7]=[C:6]([Cl:8])[CH:5]=[CH:4][C:3]=1[C:9]([O:17][CH2:24][CH2:23][O:22][C:21]1[CH:26]=[CH:27][C:28]([Cl:30])=[CH:29][C:20]=1[Cl:19])([OH:16])[CH2:10][N:11]1[CH:15]=[N:14][CH:13]=[N:12]1 |f:1.2,5.6|. Procedure details: 12.95 g (0.05 mole) of 1-(2,4-dichlorophenyl)-2-(1,2,4-triazol-1-yl)-1-ethanol are dissolved in 100 ml of toluene, and 100 ml of 40% strength sodium hydroxide solution and 1 ml of benzyl-dodecyl-dimethylammonium chloride are added. 13.5 g (0.05 mole) of 2,4-dichlorophenoxyethyl bromide are then added dropwise and the mixture is subsequently stirred at room temperature for 48 hours. The organic phase is separated off, washed with three 100 ml portions of saturated sodium chloride solution, dried ... The reactants are [N+](=O)([O-])C1=CC=CC=C1 (nitrobenzene), CO (methanol). Yields the product COC1=CC=C(N)C=C1 (p-methoxyaniline). Reaction SMILES: [N+:1]([C:4]1[CH:9]=[CH:8][CH:7]=[CH:6][CH:5]=1)([O-])=O.[CH3:10][OH:11]>>[CH3:10][O:11][C:7]1[CH:8]=[CH:9][C:4]([NH2:1])=[CH:5][CH:6]=1. Reported procedure: The method of claim 1 wherein nitrobenzene is reacted with methanol to form p-methoxyaniline. The reactants are [Si](C)(C)(C)C=[N+]=[N-] (TMSCHN2), C(C)(C)(C)OC(=O)N1CCC(CC1)CC(=O)O (2-(1-(tert-butoxycarbonyl)piperidin-4-yl)acetic acid). The solvent is C1(=CC=CC=C1)C (toluene), CO (MeOH). Run at time 1 hour. Product: COC(CC1CCN(CC1)C(=O)OC(C)(C)C)=O (tert-butyl 4-(2-methoxy-2-oxoethyl)piperidine-1-carboxylate). As a reaction SMILES: [Si](C=[N+]=[N-])(C)(C)[CH3:2].[C:8]([O:12][C:13]([N:15]1[CH2:20][CH2:19][CH:18]([CH2:21][C:22]([OH:24])=[O:23])[CH2:17][CH2:16]1)=[O:14])([CH3:11])([CH3:10])[CH3:9]>C1(C)C=CC=CC=1.CO>[CH3:2][O:23][C:22](=[O:24])[CH2:21][CH:18]1[CH2:19][CH2:20][N:15]([C:13]([O:12][C:8]([CH3:11])([CH3:9])[CH3:10])=[O:14])[CH2:16][CH2:17]1. Procedure details: At 0° C., TMSCHN2 (2.0 M in ether, 15 mL) was added dropwise to a mixture of 2-(1-(tert-butoxycarbonyl)piperidin-4-yl)acetic acid (6272 mg, 25.78 mmoL) in toluene (60 mL) and MeOH (60 mL). After stirring at room temperature for 1 h, the mixture was concentrated. The crude tert-butyl 4-(2-methoxy-2-oxoethyl)piperidine-1-carboxylate (Int-12a) was pure enough without further purification. Reactants: NC1=C(C=CC(=C1C)Br)NC1=CC=C(C=C1)NS(=O)(=O)C1=CC=CC=C1 (N-[4-(2-Amino-4-bromo-3-methylphenylamino)phenyl]benzenesulfonamide), BrC1=C(C(=C(C=C1)O)[N+](=O)[O-])C (4-bromo-3-methyl-2-nitrophenol), C(CC(=O)Cl)(=O)Cl (malonyl chloride). The solvent is C1CCOC1 (THF). The product is BrC1=C(C2=C(N(C(CC(N2)=O)=O)C2=CC=C(C=C2)NS(=O)(=O)C2=CC=CC=C2)C=C1)C (N-[4-(7-Bromo-6-methyl-2,4-dioxo-2,3,4,5-tetrahydro-1H-benzo[b][1,4]diazepin-1-yl)phenyl]benzenesulfonamide). The yield is 10.6%. Reaction SMILES: [NH2:1][C:2]1[C:7]([CH3:8])=[C:6]([Br:9])[CH:5]=[CH:4][C:3]=1[NH:10][C:11]1[CH:16]=[CH:15][C:14]([NH:17][S:18]([C:21]2[CH:26]=[CH:25][CH:24]=[CH:23][CH:22]=2)(=[O:20])=[O:19])=[CH:13][CH:12]=1.BrC1C=CC(O)=C([N+]([O-])=O)C=1C.[C:39](Cl)(=[O:44])[CH2:40][C:41](Cl)=[O:42]>C1COCC1>[Br:9][C:6]1[CH:5]=[CH:4][C:3]2[N:10]([C:11]3[CH:12]=[CH:13][C:14]([NH:17][S:18]([C:21]4[CH:22]=[CH:23][CH:24]=[CH:25][CH:26]=4)(=[O:20])=[O:19])=[CH:15][CH:16]=3)[C:39](=[O:44])[CH2:40][C:41](=[O:42])[NH:1][C:2]=2[C:7]=1[CH3:8]. Procedure details: N-[4-(2-Amino-4-bromo-3-methylphenylamino)phenyl]benzenesulfonamide (100 mg, 0.231 mmol) synthesized by using 4-bromo-3-methyl-2-nitrophenol was treated with malonyl chloride (22 μL, 0.226 mmol) in THF to give the title compound (12 mg, yield 10%). The reactants are ONC(=O)N (hydroxyurea), ClC(C)C1=CC=C(C=C1)SC=1C=C(C=C(C1)F)C1(CCOCC1)OC (4-{3-[4-(1-chloroethyl)phenylthio]-5-fluorophenyl}-4-methoxytetrahydropyran). Reaction conditions: temperature 60 celsius. Product: FC=1C=C(C=C(C1)SC1=CC=C(C(ONC(=O)N)C)C=C1)C1(CCOCC1)OC (N-{4-[5-fluoro-3-(4-methoxytetrahydropyran-4-yl)phenylthio]-α-methylbenzyloxy}urea). Yield: 32.0%. Reaction SMILES: [OH:1][NH:2][C:3]([NH2:5])=[O:4].Cl[CH:7]([C:9]1[CH:14]=[CH:13][C:12]([S:15][C:16]2[CH:17]=[C:18]([C:23]3([O:29][CH3:30])[CH2:28][CH2:27][O:26][CH2:25][CH2:24]3)[CH:19]=[C:20]([F:22])[CH:21]=2)=[CH:11][CH:10]=1)[CH3:8]>>[F:22][C:20]1[CH:19]=[C:18]([C:23]2([O:29][CH3:30])[CH2:24][CH2:25][O:26][CH2:27][CH2:28]2)[CH:17]=[C:16]([S:15][C:12]2[CH:11]=[CH:10][C:9]([CH:7]([CH3:8])[O:1][NH:2][C:3]([NH2:5])=[O:4])=[CH:14][CH:13]=2)[CH:21]=1. Procedure: Using an analogous procedure to that described in Example 1 except that the reactants were heated to 60° C. for 2 hours, hydroxyurea was reacted with 4-{3-[4-(1-chloroethyl)phenylthio]-5-fluorophenyl}-4-methoxytetrahydropyran to give N-{4-[5-fluoro-3-(4-methoxytetrahydropyran-4-yl)phenylthio]-α-methylbenzyloxy}urea in 32% yield, m.p. 84°-85° C.